From a dataset of the Open Reaction Database (ORD), a public repository of structured organic reaction records. describe an organic reaction: reactants, conditions, products, and yield Starting materials: COC1=CC=C(C=C1)N1N=C(N=C1C1=CC=C(C=C1)S(=O)(=O)C)C(F)(F)F (1-(4-methoxy-phenyl)-5-(4-methylsulfonyl-phenyl)-3-trifluoromethyl-1H-1,2,4-triazole), Br (HBr), C(C)(=O)O (acetic acid), Br (HBr), CC(=O)O (AcOH). The solvent is O (water). Conditions: temperature 120 celsius. The product is OC1=CC=C(C=C1)N1N=C(N=C1C1=CC=C(C=C1)S(=O)(=O)C)C(F)(F)F (1-(4-hydroxy-phenyl)-5-(4-methylsulfonyl-phenyl)-3-trifluoromethyl-1H-1,2,4-triazole). Isolated yield 77.6%. Reaction SMILES: C[O:2][C:3]1[CH:8]=[CH:7][C:6]([N:9]2[C:13]([C:14]3[CH:19]=[CH:18][C:17]([S:20]([CH3:23])(=[O:22])=[O:21])=[CH:16][CH:15]=3)=[N:12][C:11]([C:24]([F:27])([F:26])[F:25])=[N:10]2)=[CH:5][CH:4]=1.Br.C(O)(=O)C>O>[OH:2][C:3]1[CH:4]=[CH:5][C:6]([N:9]2[C:13]([C:14]3[CH:15]=[CH:16][C:17]([S:20]([CH3:23])(=[O:21])=[O:22])=[CH:18][CH:19]=3)=[N:12][C:11]([C:24]([F:25])([F:26])[F:27])=[N:10]2)=[CH:7][CH:8]=1. Procedure: A mixture of 1-(4-methoxy-phenyl)-5-(4-methylsulfonyl-phenyl)-3-trifluoromethyl-1H-1,2,4-triazole (10 g, 25.2 mmol), 48% aqueous HBr (70 ml) and acetic acid (70 ml) was heated at 120° C. for 55 h. Then HBr 48% (20 ml) and AcOH (20 ml) were added and the mixture was heated again at 120° C. for 2 h. After cooling the solution was poured into water (2 l), the precipitate was filtered, washed several times with water and dried. Recrystallization from ethanol yielded a white solid (7.5 g, 78%). Reactants: C1CCOC1, CCO, [Cl-], [Fe], N#Cc1ccc([N+](=O)[O-])c2cccnc12, [NH4+]. Product: N#Cc1ccc(N)c2cccnc12. RXN SMILES: [CH2:21]1[O:22][CH2:23][CH2:24][CH2:25]1.[CH3:16][CH2:17][OH:18].[Cl-:19].[Fe:26].[N+:1]([O-:2])(=[O:3])[c:4]1[c:5]2[cH:6][cH:7][cH:8][n:9][c:10]2[c:11]([C:14]#[N:15])[cH:12][cH:13]1.[NH4+:20]>>[NH2:1][c:4]1[c:5]2[cH:6][cH:7][cH:8][n:9][c:10]2[c:11]([C:14]#[N:15])[cH:12][cH:13]1. The reactants are CCCCC(Br)C(=O)OCC, Brc1n[nH]c(Br)c1Br, O=C([O-])[O-], CC(C)=O, [K+], [K+]. The product is CCCCC(C(=O)OCC)n1nc(Br)c(Br)c1Br. RXN SMILES: [Br:15][CH:16]([C:17](=[O:18])[O:19][CH2:20][CH3:21])[CH2:22][CH2:23][CH2:24][CH3:25].[Br:1][c:2]1[n:3][nH:4][c:5]([Br:8])[c:6]1[Br:7].[C:9](=[O:10])([O-:11])[O-:12].[CH3:26][C:27](=[O:28])[CH3:29].[K+:13].[K+:14]>>[Br:1][c:2]1[n:3][n:4]([CH:16]([C:17](=[O:18])[O:19][CH2:20][CH3:21])[CH2:22][CH2:23][CH2:24][CH3:25])[c:5]([Br:8])[c:6]1[Br:7]. The reactants are COC(=O)c1ccc(CBr)c(OC)c1, O=C([O-])[O-], CC(C)=O, [K+], [K+], O=[N+]([O-])c1ccc2cc[nH]c2c1. The product is COC(=O)c1ccc(Cn2ccc3ccc([N+](=O)[O-])cc32)c(OC)c1. Reaction SMILES: [Br:13][CH2:14][c:15]1[c:16]([O:25][CH3:26])[cH:17][c:18]([C:19](=[O:20])[O:21][CH3:22])[cH:23][cH:24]1.[C:27](=[O:28])([O-:29])[O-:30].[CH3:33][C:34](=[O:35])[CH3:36].[K+:31].[K+:32].[N+:1](=[O:2])([O-:3])[c:4]1[cH:5][cH:6][c:7]2[cH:8][cH:9][nH:10][c:11]2[cH:12]1>>[N+:1](=[O:2])([O-:3])[c:4]1[cH:5][cH:6][c:7]2[cH:8][cH:9][n:10]([CH2:14][c:15]3[c:16]([O:25][CH3:26])[cH:17][c:18]([C:19](=[O:20])[O:21][CH3:22])[cH:23][cH:24]3)[c:11]2[cH:12]1.